Dataset: the Open Reaction Database (ORD), a public repository of structured organic reaction records. Task: describe an organic reaction: reactants, conditions, products, and yield Starting materials: C(#N)C1=CC=C(C=C1)C1=C(N=C2N1N=CC=C2N2CCOCC2)/C=C/C2=NC=1C=CC=C(C1C=C2)C(=O)O ((E)-2-(2-(3-(4-cyanophenyl)-8-morpholinoimidazo[1,2-b]pyridazin-2-yl)vinyl)quinoline-5-carboxylic acid), C[O-].[Na+] (NaOMe). Yields the product [Na+].C(#N)C1=CC=C(C=C1)C1=C(N=C2N1N=CC=C2N2CCOCC2)/C=C/C2=NC=1C=CC=C(C1C=C2)C(=O)[O-] ((E)-2-(2-(3-(4-cyanophenyl)-8-morpholinoimidazo[1,2-b]pyridazin-2-yl)vinyl)quinoline-5-carboxylic acid sodium salt). Reaction SMILES: [C:1]([C:3]1[CH:8]=[CH:7][C:6]([C:9]2[N:13]3[N:14]=[CH:15][CH:16]=[C:17]([N:18]4[CH2:23][CH2:22][O:21][CH2:20][CH2:19]4)[C:12]3=[N:11][C:10]=2/[CH:24]=[CH:25]/[C:26]2[CH:35]=[CH:34][C:33]3[C:32]([C:36]([OH:38])=[O:37])=[CH:31][CH:30]=[CH:29][C:28]=3[N:27]=2)=[CH:5][CH:4]=1)#[N:2].C[O-].[Na+:41]>>[Na+:41].[C:1]([C:3]1[CH:4]=[CH:5][C:6]([C:9]2[N:13]3[N:14]=[CH:15][CH:16]=[C:17]([N:18]4[CH2:19][CH2:20][O:21][CH2:22][CH2:23]4)[C:12]3=[N:11][C:10]=2/[CH:24]=[CH:25]/[C:26]2[CH:35]=[CH:34][C:33]3[C:32]([C:36]([O-:38])=[O:37])=[CH:31][CH:30]=[CH:29][C:28]=3[N:27]=2)=[CH:7][CH:8]=1)#[N:2] |f:1.2,3.4|. Procedure details: Compound 76b (28.2 mg, 0.056 mmol) was treated with NaOMe (0.11 mL, 0.056 mmol) using the procedures described in Example 73, Step H to obtain the title compound 148. 1H NMR (400 MHz, CD3OD): δ (ppm) 9.02 (d, J=9.1 Hz, 1H), 8.07 (d, J=5.6 Hz, 1H), 7.89-8.02 (m, 6H), 7.79-7.88 (m, 3H), 7.65-7.74 (m, 1H), 6.39 (d, J=6.0 Hz, 1H), 4.08-4.13 (m, 4H), 3.92-4.00 (m, 4H). Mass spectrum (LCMS, ESI pos.) Calcd. For C29H22N6O3: 503.2 (M+H). found 503.2. The reactants are O=C1CCC(=O)N1Cl, c1ccc2c(c1)CCCN2, CN(C)C=O. Product: Clc1ccc2c(c1)CCCN2. RXN SMILES: [Cl:1][N:2]1[C:3](=[O:4])[CH2:5][CH2:6][C:7]1=[O:8].[NH:9]1[CH2:10][CH2:11][CH2:12][c:13]2[cH:14][cH:15][cH:16][cH:17][c:18]21.[O:19]=[CH:20][N:21]([CH3:22])[CH3:23]>>[Cl:1][c:15]1[cH:14][c:13]2[c:18]([cH:17][cH:16]1)[NH:9][CH2:10][CH2:11][CH2:12]2. Reactants: Cl (HCl), C(=O)(O)[O-].[Na+] (NaHCO3), NCC1=C(C=CC=C1)CC(=O)O (2-aminomethylphenylacetic acid), N([C@@H](CC(OC1CCCCC1)=O)C(=O)ON1C(=O)CCC1=O)C(=O)OC(C)(C)C (Boc-Asp(OcHex)-OSu). Solvent: O (H2O), C1CCOC1 (THF). Conditions: time 3 hour. The product is N([C@@H](CC(OC1CCCCC1)=O)C(=O)O)C(=O)OC(C)(C)C.NCC1=C(C=CC=C1)CC(=O)O (Boc-Asp(OcHex) 2-aminomethylphenylacetic Acid). The yield is 83.0%. RXN SMILES: [NH2:1][CH2:2][C:3]1[CH:8]=[CH:7][CH:6]=[CH:5][C:4]=1[CH2:9][C:10]([OH:12])=[O:11].Cl.C([O-])(O)=O.[Na+].[NH:19]([C:41]([O:43][C:44]([CH3:47])([CH3:46])[CH3:45])=[O:42])[C@H:20]([C:31]([O:33]N1C(=O)CCC1=O)=[O:32])[CH2:21][C:22](=[O:30])[O:23][CH:24]1[CH2:29][CH2:28][CH2:27][CH2:26][CH2:25]1>O.C1COCC1>[NH:19]([C:41]([O:43][C:44]([CH3:47])([CH3:46])[CH3:45])=[O:42])[C@H:20]([C:31]([OH:33])=[O:32])[CH2:21][C:22](=[O:30])[O:23][CH:24]1[CH2:29][CH2:28][CH2:27][CH2:26][CH2:25]1.[NH2:1][CH2:2][C:3]1[CH:8]=[CH:7][CH:6]=[CH:5][C:4]=1[CH2:9][C:10]([OH:12])=[O:11] |f:2.3,7.8|. Procedure details: To a suspension of 2-aminomethylphenylacetic acid.HCl (4.0 g, 20 mmol) in H2O (20 ml) was added NaHCO3 (5.0 g, 60 mmol), followed by a solution of Boc-Asp(OcHex)-OSu (7.5 g, 18 mmol) in THF (20 ml). The reaction mixture was stirred at room temperature for 3 hours, filtered, diluted with H2O, acidified with 1N HCl, and extracted with ethyl acetate. The extracts were washed with H2O, brine, dried over anhydrous magnesium sulfate, and evaporated to dryness under reduced pressure. This material was ... Starting materials: COC=1C=C(C(=O)C=2SC3=C(C2C2=CC=CC=C2)C=CC(=C3)OC)C=CC1 (2-(3-Methoxybenzoyl)-3-phenyl-6-methoxybenzothiophene), Cl.N1=CC=CC=C1 (pyridine hydrochloride). Run in C(C)(=O)OCC (ethyl acetate). Yields the product OC=1C=C(C(=O)C=2SC3=C(C2C2=CC=CC=C2)C=CC(=C3)O)C=CC1 (2-(3-Hydroxybenzoyl)-3-phenyl-6-hydroxybenzothiophene). Yield: 91.0%. Reaction SMILES: C[O:2][C:3]1[CH:4]=[C:5]([CH:25]=[CH:26][CH:27]=1)[C:6]([C:8]1[S:9][C:10]2[CH:22]=[C:21]([O:23]C)[CH:20]=[CH:19][C:11]=2[C:12]=1[C:13]1[CH:18]=[CH:17][CH:16]=[CH:15][CH:14]=1)=[O:7].Cl.N1C=CC=CC=1>C(OCC)(=O)C>[OH:2][C:3]1[CH:4]=[C:5]([CH:25]=[CH:26][CH:27]=1)[C:6]([C:8]1[S:9][C:10]2[CH:22]=[C:21]([OH:23])[CH:20]=[CH:19][C:11]=2[C:12]=1[C:13]1[CH:14]=[CH:15][CH:16]=[CH:17][CH:18]=1)=[O:7] |f:1.2|. Reported procedure: Employing the procedure of Example 7, 5.0 g. (0.0134 mole) of the product from Example 11 was demethylated by treatment with 25 g. of pyridine hydrochloride for three hours in a 220° C. oil bath. Yellow crystals, obtained from ethyl acetate, were recrystallized from a mixture of 20 ml. of methanol and about 12 ml. of water to give 4.184 g. (91 percent) of the title compound as yellowish-brown crystals. Melting point 202.0°-202.5° C.